From a dataset of the Open Reaction Database (ORD), a public repository of structured organic reaction records. describe an organic reaction: reactants, conditions, products, and yield Reactants: CI (methyl iodide), C(C#CC)OC=1C(=NSN1)C=1C=NC=CC1 (3-(4-(2-butynyloxy)-1,2,5-thiadiazol-3-yl) pyridine). The solvent is CC(=O)C (acetone). Run at time 18 hour. The product is [I-].C(C#CC)OC=1C(=NSN1)C=1C=[N+](C=CC1)C (3-(4-(2-butynyloxy)-1,2,5-thiadiazol-3-yl)-1-methylpyridinium iodide). RXN SMILES: [CH3:1][I:2].[CH2:3]([O:7][C:8]1[C:9]([C:13]2[CH:14]=[N:15][CH:16]=[CH:17][CH:18]=2)=[N:10][S:11][N:12]=1)[C:4]#[C:5][CH3:6]>CC(C)=O>[I-:2].[CH2:3]([O:7][C:8]1[C:9]([C:13]2[CH:14]=[N+:15]([CH3:1])[CH:16]=[CH:17][CH:18]=2)=[N:10][S:11][N:12]=1)[C:4]#[C:5][CH3:6] |f:3.4|. Procedure: A mixture of methyl iodide (0.5 ml, 7.5 mmol) and 3-(4-(2-butynyloxy)-1,2,5-thiadiazol-3-yl) pyridine (578 mg, 2.5 mmol) in acetone (5 ml) was stirred at room temperature for 18 h. The title compound precipitated from the solution and was collected by filtration to yield 0.88 g (95%). Reactants: [BH4-].[Na+] (NaBH4), ClC=1C=C(C=CC1Cl)C(CC(=O)O)CC(=O)NC1=CC=C(C=C1)Cl (3,4-Dichloro-beta-[2-[(4-chlorophenyl)amino]-2-oxoethyl]benzenepropanoic acid), C(=O)(N1C=NC=C1)N1C=NC=C1 (carbonyldiimidazole), N,N-dimethylaminopyridine. Solvent: O (H2O), CCOC(=O)C (EtOAc), CCOCC (Et2O). Conditions: time 15 minute. Product: ClC=1C=C(C=CC1Cl)C(CC(=O)NC1=CC=C(C=C1)Cl)CCO (3,4-Dichloro-beta-(2-hydroxyethyl)-N-(4-chlorophenyl)benzenepropanamide). Isolated yield 98.8%. Reaction SMILES: [Cl:1][C:2]1[CH:3]=[C:4]([CH:9]([CH2:14][C:15]([NH:17][C:18]2[CH:23]=[CH:22][C:21]([Cl:24])=[CH:20][CH:19]=2)=[O:16])[CH2:10][C:11](O)=[O:12])[CH:5]=[CH:6][C:7]=1[Cl:8].C(N1C=CN=C1)(N1C=CN=C1)=O.[BH4-].[Na+]>CCOC(C)=O.O.CCOCC>[Cl:1][C:2]1[CH:3]=[C:4]([CH:9]([CH2:10][CH2:11][OH:12])[CH2:14][C:15]([NH:17][C:18]2[CH:23]=[CH:22][C:21]([Cl:24])=[CH:20][CH:19]=2)=[O:16])[CH:5]=[CH:6][C:7]=1[Cl:8] |f:2.3|. Procedure: 3,4-Dichloro-beta-[2-[(4-chlorophenyl)amino]-2-oxoethyl]benzenepropanoic acid (4.0 g) in EtOAc (75 mL) was treated with carbonyldiimidazole (2.52 g) and N,N-dimethylaminopyridine (trace). The resulting solution was stirred at room temperature for 15 minutes and then heated at 50° C. for two hours. The reaction mixture was cooled to 0° C. and treated with a solution of NaBH4 (2.59 g) in H2O (40 mL), warmed slowly to room temperature and stirred for 12 hours. The reaction mixture was then diluted ... Starting materials: ClC1=NC(N=C1Cl)=C(Cl)Cl (4,5-dichloro-2-dichloromethylene-imidazole), C(C)(C)NC=O (isopropylformamide), O (water). Product: C(C)(C)NC(=O)C=1NC(=C(N1)Cl)Cl (4,5-dichloro-imidazole-2-carboxylic acid isopropylamide). Isolated yield 85.0%. RXN SMILES: [Cl:1][C:2]1[C:6]([Cl:7])=[N:5][C:4](=C(Cl)Cl)[N:3]=1.[CH:11]([NH:14][CH:15]=[O:16])([CH3:13])[CH3:12].O>>[CH:11]([NH:14][C:15]([C:4]1[NH:3][C:2]([Cl:1])=[C:6]([Cl:7])[N:5]=1)=[O:16])([CH3:13])[CH3:12]. Reported procedure: 654 g (3 mol) of 4,5-dichloro-2-dichloromethylene-imidazole in a finely powdered form were added incrementally in the course of about one hour, to a mixture, which had been initially introduced, of 783 g (9 mol) of isopropylformamide and 162 g (9 mol) of water, while stirring and cooling slightly, whereupon the internal temperature rose to about 75° C. The reaction mixture was then heated to about 90°-110° C. for a further half hour. After cooling, the product was precipitated in water, filtered... Starting materials: [N+](=O)([O-])C1=CC=C(CP(OCC)(OCC)=O)C=C1 (diethyl p-nitrobenzylphosphonate), [O-]CC.[Na+] (Sodium ethoxide), BrC1=C(C=O)C=CC=C1 (bromobenzaldehyde). The solvent is C(C)O (ethanol), C(C)O (ethanol). Run at time 8 hour. The product is C(=O)C1=CC=C(C=C1)\C=C\C1=CC=C(C=C1)[N+](=O)[O-] (trans-4-formyl-4'-nitrostilbene). The yield is 93.0%. RXN SMILES: [O-:1][CH2:2][CH3:3].[Na+].[N+:5]([C:8]1[CH:22]=[CH:21][C:11]([CH2:12]P(=O)(OCC)OCC)=[CH:10][CH:9]=1)([O-:7])=[O:6].Br[C:24]1[CH:31]=C[CH:29]=[CH:28][C:25]=1[CH:26]=O>C(O)C>[CH:2]([C:3]1[CH:29]=[CH:28][C:25](/[CH:26]=[CH:12]/[C:11]2[CH:10]=[CH:9][C:8]([N+:5]([O-:7])=[O:6])=[CH:22][CH:21]=2)=[CH:24][CH:31]=1)=[O:1] |f:0.1|. Procedure: Sodium ethoxide in ethanol (0.23 g Na in 10 mL ethanol) was added to a solution containing diethyl p-nitrobenzylphosphonate (2.73 g, 0.01 mole), -bromobenzaldehyde (1.85 g, 0.01 mole) and ethanol (50 mL) at 0° C. The mixture was warmed to room temperature and stirred overnight. The product was filtered, washed with ethanol and vacuum-dried overnight to give trans-4-formyl-4'-nitrostilbene (2.826 g, 0.0093 mole, 93%, m.p. 251-219° C.). The reactants are CC1=C(N2[C@@H]([C@@H](C2=O)NC(=O)[C@@H](C3=CCC=CC3)N)SC1)C(=O)O (cephradine), S(O)(O)(=O)=O (sulfuric acid). The solvent is O (water). Conditions: temperature 52 celsius, time 60 minute. Product: CC1=C(N2[C@@H]([C@@H](C2=O)NC(=O)C(C3=CCC=CC3)N)SC1)C(=O)O.O.O (cephradine hydrate). As a reaction SMILES: [CH3:1][C:2]1[CH2:21][S:20][C@@H:5]2[C@H:6]([NH:9][C:10]([C@H:12]([NH2:19])[C:13]3[CH2:18][CH:17]=[CH:16][CH2:15][CH:14]=3)=[O:11])[C:7](=[O:8])[N:4]2[C:3]=1[C:22]([OH:24])=[O:23].S(=O)(=O)(O)[OH:26]>O>[CH3:1][C:2]1[CH2:21][S:20][C@@H:5]2[C@H:6]([NH:9][C:10]([CH:12]([NH2:19])[C:13]3[CH2:18][CH:17]=[CH:16][CH2:15][CH:14]=3)=[O:11])[C:7](=[O:8])[N:4]2[C:3]=1[C:22]([OH:24])=[O:23].[OH2:26].[OH2:8] |f:3.4.5|. Reported procedure: A crystallisation reactor was charged with 3.0 g cephradine and 50 ml water and heated up to T=52° C. Immediately, the combined filtrates and washings were dosed with constant dosing rate in 60 minutes. The temperature was kept at T=52° C. and the pH at 4.80 by titration with 25% sulfuric acid. Then, the temperature was decreased to 25° C. in 30 minutes. The resulting suspension was filtered through a glass filter. The wetcake was washed with 30 ml water and 2×25 ml 80% acetone (acetone/water=80... Reactants: Nc1ccc2c(c1)ncn2C1CCCC1, O=S(=O)(O)C1=NCCN1. Product: c1cc2c(cc1NC1=NCCN1)ncn2C1CCCC1. RXN SMILES: [CH:1]1([n:6]2[cH:7][n:8][c:9]3[c:10]2[cH:11][cH:12][c:13]([NH2:15])[cH:14]3)[CH2:2][CH2:3][CH2:4][CH2:5]1.[NH:16]1[C:17]([S:21]([OH:22])(=[O:23])=[O:24])=[N:18][CH2:19][CH2:20]1>>[CH:1]1([n:6]2[cH:7][n:8][c:9]3[c:10]2[cH:11][cH:12][c:13]([NH:15][C:17]2=[N:16][CH2:20][CH2:19][NH:18]2)[cH:14]3)[CH2:2][CH2:3][CH2:4][CH2:5]1.